Dataset: the Open Reaction Database (ORD), a public repository of structured organic reaction records. Task: describe an organic reaction: reactants, conditions, products, and yield Reactants: OCc1ccc(C(F)(F)F)cc1, O=[N+]([O-])c1ccc(F)cc1. Product: O=[N+]([O-])c1ccc(OCc2ccc(C(F)(F)F)cc2)cc1. As a reaction SMILES: [F:11][C:12]([c:13]1[cH:14][cH:15][c:16]([CH2:17][OH:18])[cH:19][cH:20]1)([F:21])[F:22].[F:1][c:2]1[cH:3][cH:4][c:5]([N+:8](=[O:9])[O-:10])[cH:6][cH:7]1>>[c:2]1([O:18][CH2:17][c:16]2[cH:15][cH:14][c:13]([C:12]([F:11])([F:21])[F:22])[cH:20][cH:19]2)[cH:3][cH:4][c:5]([N+:8](=[O:9])[O-:10])[cH:6][cH:7]1.